This data is from the Open Reaction Database (ORD), a public repository of structured organic reaction records. The task is: describe an organic reaction: reactants, conditions, products, and yield Starting materials: [N-]=C=S (isothiocyanate), NCC=1C=C2C(=CNC2=CC1)CCN1C(C2=CC=CC=C2C1=O)=O (2[2-[5-(aminomethyl)-1H-indol-3-yl]ethyl]-1H-isoindole-1,3-(2H)-dione), hemihydrate, [N-]=C=O (isocyanate). The product is O.O=C1N(C(C2=CC=CC=C12)=O)CCC1=CNC2=CC=C(C=C12)CNC(=O)NC.O=C1N(C(C2=CC=CC=C12)=O)CCC1=CNC2=CC=C(C=C12)CNC(=O)NC (N-[[3-[2-(1,3-Dihydro-1,3-dioxo-2H-isoindol-2-yl]ethyl]-1H-indol-5-yl]methyl]-N'-methylurea, hemihydrate). RXN SMILES: [NH2:1][CH2:2][C:3]1[CH:4]=[C:5]2[C:9](=[CH:10][CH:11]=1)[NH:8][CH:7]=[C:6]2[CH2:12][CH2:13][N:14]1[C:22](=[O:23])[C:21]2[C:16](=[CH:17][CH:18]=[CH:19][CH:20]=2)[C:15]1=[O:24].[N-:25]=[C:26]=[O:27].[N-:28]=[C:29]=S>>[OH2:23].[O:23]=[C:22]1[C:21]2[C:16](=[CH:17][CH:18]=[CH:19][CH:20]=2)[C:15](=[O:24])[N:14]1[CH2:13][CH2:12][C:6]1[C:5]2[C:9](=[CH:10][CH:11]=[C:3]([CH2:2][NH:1][C:26]([NH:25][CH3:29])=[O:27])[CH:4]=2)[NH:8][CH:7]=1.[O:23]=[C:22]1[C:21]2[C:16](=[CH:17][CH:18]=[CH:19][CH:20]=2)[C:15](=[O:24])[N:14]1[CH2:13][CH2:12][C:6]1[C:5]2[C:9](=[CH:10][CH:11]=[C:3]([CH2:2][NH:1][C:26]([NH:28][CH3:29])=[O:27])[CH:4]=2)[NH:8][CH:7]=1 |f:3.4.5|. Procedure details: A suspension of 2-[2-[5-(aminomethyl)-1H-indol-3-yl]ethyl]-1H-isoindole-1,3(2H)-dione, hemisulphate, hydrate (1.53 g) in pyridine (50 ml) was cooled in an ice bath and treated dropwise with methylisocyanate (2.5 ml). The mixture was stirred at room temperature for 4 h, and water (15 ml) was added to the resulting white suspension. After 10 min. the yellow solution was acidified with hydrochloric acid (2N), and extracted into ethyl acetate (3×100 ml). The combined organic extract was washed with ... Starting materials: O=CCCCOc1nc2c(cc1F)CCC(=O)N2, c1cnc2c(N3CCNCC3)cccc2c1. Product: O=C1CCc2cc(F)c(OCCCCN3CCN(c4cccc5cccnc45)CC3)nc2N1. RXN SMILES: [F:1][c:2]1[c:3]([O:13][CH2:14][CH2:15][CH2:16][CH:17]=[O:18])[n:4][c:5]2[c:10]([cH:11]1)[CH2:9][CH2:8][C:7](=[O:12])[NH:6]2.[N:19]1([c:25]2[cH:26][cH:27][cH:28][c:29]3[cH:30][cH:31][cH:32][n:33][c:34]23)[CH2:20][CH2:21][NH:22][CH2:23][CH2:24]1>>[F:1][c:2]1[c:3]([O:13][CH2:14][CH2:15][CH2:16][CH2:17][N:22]2[CH2:21][CH2:20][N:19]([c:25]3[cH:26][cH:27][cH:28][c:29]4[cH:30][cH:31][cH:32][n:33][c:34]34)[CH2:24][CH2:23]2)[n:4][c:5]2[c:10]([cH:11]1)[CH2:9][CH2:8][C:7](=[O:12])[NH:6]2. The reactants are N=C1N(CCC1)C (2-imino-1-methylpyrrolidine), C([O-])([O-])=O.[K+].[K+] (potassium carbonate), C1(=CC=CC2=CC=CC=C12)N=C=O (1-naphthyl isocyanate). Run in C1=CC=CC=C1 (benzene), C1=CC=CC=C1 (benzene). The product is CN1C(CCC1)=NC(=O)NC1=CC=CC2=CC=CC=C12 (1-(1-methyl-2-pyrrolidinylidene)-3-(1-naphthyl)urea). Procedure details: A solution of 2-imino-1-methylpyrrolidine (obtained from 6.91 g., 0.051 mole, hydrochloride salt) in benzene is dried over potassium carbonate and filtered. A solution of 1-naphthyl isocyanate (8.45 g., 0.05 mole) in benzene is added by filtration. The mixture is stirred for 11/2 hr. at room temperature and the precipitate separated by filtration. Recrystallization from acetone affords the product, 1-(1-methyl-2-pyrrolidinylidene)-3-(1-naphthyl)urea, m.p. 148°-149° C. Run at time 2 hour. As a reaction SMILES: [NH:1]=[C:2]1[CH2:6][CH2:5][CH2:4][N:3]1[CH3:7].C(=O)([O-])[O-].[K+].[K+].[C:14]1([N:24]=[C:25]=[O:26])[C:23]2[C:18](=[CH:19][CH:20]=[CH:21][CH:22]=2)[CH:17]=[CH:16][CH:15]=1>C1C=CC=CC=1>[CH3:7][N:3]1[CH2:4][CH2:5][CH2:6][C:2]1=[N:1][C:25]([NH:24][C:14]1[C:23]2[C:18](=[CH:19][CH:20]=[CH:21][CH:22]=2)[CH:17]=[CH:16][CH:15]=1)=[O:26] |f:1.2.3|. Reactants: Cc1ccccc1, COc1cc(O)cc(OC)c1OC, ClCC1CO1, [Na+], [OH-], O. Product: COc1cc(OOCC2CO2)cc(OC)c1OC. RXN SMILES: [CH3:22][c:23]1[cH:24][cH:25][cH:26][cH:27][cH:28]1.[CH3:2][O:3][c:4]1[cH:5][c:6]([OH:7])[cH:8][c:9]([O:10][CH3:11])[c:12]1[O:13][CH3:14].[Cl:15][CH2:16][CH:17]1[CH2:18][O:19]1.[Na+:21].[OH-:20].[OH2:1]>>[O:1]([O:7][c:6]1[cH:5][c:4]([O:3][CH3:2])[c:12]([O:13][CH3:14])[c:9]([O:10][CH3:11])[cH:8]1)[CH2:16][CH:17]1[CH2:18][O:19]1. Starting materials: O=C1OC2=C(C(=C1CC1=CC=CC=C1)C)C=CC(=C2)C=C (2-oxo-3-benzyl-4-methyl-7-vinyl-2H-1-benzopyrane), I(=O)(=O)(=O)[O-].[Na+] (sodium periodate). Reagents/catalysts: [Os](=O)(=O)(=O)=O (osmium tetraoxide). The solvent is CC(C)(C)O (t-BuOH), O1CCOCC1 (dioxane), O (water). Conditions: time 30 minute. Product: C(=O)C1=CC=C2C=CC(OC2=C1)=O (7-formyl coumarin). Yield: 119.0%. Reaction SMILES: [O:1]=[C:2]1[C:7](CC2C=CC=CC=2)=[C:6](C)[C:5]2[CH:16]=[CH:17][C:18]([CH:20]=C)=[CH:19][C:4]=2[O:3]1.I([O-])(=O)(=O)=[O:23].[Na+]>O1CCOCC1.O.CC(O)(C)C.[Os](=O)(=O)(=O)=O>[CH:20]([C:18]1[CH:19]=[C:4]2[C:5]([CH:6]=[CH:7][C:2](=[O:1])[O:3]2)=[CH:16][CH:17]=1)=[O:23] |f:1.2|. Procedure: To the suspension of 2-oxo-3-benzyl-4-methyl-7-vinyl-2H-1-benzopyrane (16.0 g, Example 23) in dioxane (350 mL) and water (75 mL) is added osmium tetraoxide (1.45 mmol) in t-BuOH. The reaction mixture is stirred at room temperature for 30 minutes and sodium periodate (30 g) is added in portions. The solid is filtered out after 30 minutes stirring and the filtrate is partitioned between CH2Cl2 and water. Separation and the organic layer is washed further with H2O and dried over MgSO4. Evaporation ... The reactants are B(OC)(OC)OC (trimethyl borate), C(C)(C)(C)[Li] (tert-Butyllithium), CCCCC (pentane), BrC1=C(C=C(C=C1)SC)C (1-bromo-2-methyl-4-(methylthio)benzene). Run in C(C)OCC (diethyl ether). Reaction conditions: temperature -78 celsius, time 2 minute. The product is CC1=C(C=CC(=C1)SC)B(O)O ([2-methyl-4-(methylthio)phenyl]boronic acid). Yield: 50.0%. RXN SMILES: C([Li])(C)(C)C.CCCCC.Br[C:12]1[CH:17]=[CH:16][C:15]([S:18][CH3:19])=[CH:14][C:13]=1[CH3:20].[B:21](OC)([O:24]C)[O:22]C>C(OCC)C>[CH3:20][C:13]1[CH:14]=[C:15]([S:18][CH3:19])[CH:16]=[CH:17][C:12]=1[B:21]([OH:24])[OH:22]. Procedure details: 1.7M tert-Butyllithium in pentane (6.70 mL, 11.39 mmol) was added dropwise to a solution of 1-bromo-2-methyl-4-(methylthio)benzene (1.2 g, 5.53 mmol) in diethyl ether (120 mL) at −78° C. over 15 min. The mixture was stirred at −78° C. for 2 min, then charged with trimethyl borate (0.661 mL, 5.91 mmol) dropwise over 2 min at −78° C., stirred at −78° C. for 15 min, then brought to ambient temperature. The mixture was quenched with saturated aqueous NH4Cl (14 mL), stirred at ambient temperature for... The reactants are C(C)(=O)OCOC(C(CC1=CC(=C(C=C1)O)O)(C)NNC(=O)OC(C)(C)C)=O (2-(N′-tert-Butoxycarbonyl-hydrazino)-3-(3,4-Dihydroxy-phenyl)-2-methyl-propionic acid acetoxymethyl ester), TEA, ice, ClC(=O)OCC (ethyl chloroformate). Run in ClCCl (dichloromethane). Run at temperature 0 celsius, time 30 minute. Product: C(C)(=O)OCOC(C(CC1=CC(=C(C=C1)OC(=O)OCC)OC(=O)OCC)(C)NN)=O (3-(3,4-Bis-ethoxycarbonyloxy-phenyl)-2-hydrazino-2-methyl-propionic acid acetoxymethyl ester). Isolated yield 104.5%. As a reaction SMILES: [C:1]([O:4][CH2:5][O:6][C:7](=[O:28])[C:8]([NH:19][NH:20]C(OC(C)(C)C)=O)([CH3:18])[CH2:9][C:10]1[CH:15]=[CH:14][C:13]([OH:16])=[C:12]([OH:17])[CH:11]=1)(=[O:3])[CH3:2].Cl[C:30]([O:32][CH2:33][CH3:34])=[O:31]>ClCCl>[C:1]([O:4][CH2:5][O:6][C:7](=[O:28])[C:8]([NH:19][NH2:20])([CH3:18])[CH2:9][C:10]1[CH:15]=[CH:14][C:13]([O:16][C:30]([O:32][CH2:33][CH3:34])=[O:31])=[C:12]([O:17][C:5]([O:4][CH2:1][CH3:2])=[O:6])[CH:11]=1)(=[O:3])[CH3:2]. Procedure details: To an ice cold reaction mixture containing compound 103 (0.358 g, 0.9 mmol) and TEA (0.224 mL, 1.8 mmol) in dichloromethane (5 mL) was added ethyl chloroformate (0.18 mL, 1.8 mmol). The mixture was stirred at 0° C. for 30 min and then at room temperature for 1 h. After removal of solvent, 10% citric acid was added and the organic phase was separated and dried over MgSO4. After removing the solvent under reduced pressure, the resulting residue was treated with 50% trifluoroacetic acid in dichloro...